Dataset: the Open Reaction Database (ORD), a public repository of structured organic reaction records. Task: describe an organic reaction: reactants, conditions, products, and yield The reactants are ClC=1C=C2C3(CCNC2=CC1)C(NC(N3)=O)=O (6'-chloro-1',2',3',4'-tetrahydro-spiro(imidazolidine-5,4'-quinoline)-2,4-dione), ( V ), [N+](=O)(O)[O-] (nitric acid). Run in ice water. Yields the product ClC=1C=C2C3(CCNC2=C(C1)[N+](=O)[O-])C(NC(N3)=O)=O (6'-chloro-8'-nitro-1',2',3',4'-tetrahydro-spiro[imidazolidine-5,4'-quinoline]-2,4-dione). Isolated yield 98.0%. RXN SMILES: [Cl:1][C:2]1[CH:3]=[C:4]2[C:9](=[CH:10][CH:11]=1)[NH:8][CH2:7][CH2:6][C:5]12[NH:15][C:14](=[O:16])[NH:13][C:12]1=[O:17].[N+:18]([O-])([OH:20])=[O:19]>>[Cl:1][C:2]1[CH:3]=[C:4]2[C:9](=[C:10]([N+:18]([O-:20])=[O:19])[CH:11]=1)[NH:8][CH2:7][CH2:6][C:5]12[NH:15][C:14](=[O:16])[NH:13][C:12]1=[O:17]. Reported procedure: 5.00 g. (0.0199 mol) of 6'-chloro-1',2',3',4'-tetrahydro-spiro(imidazolidine-5,4'-quinoline)-2,4-dione, formula (V), prepared as described in U.S. Pat. No. 4,235,911, was added to 500 ml of concentrated nitric acid precooled to 7° C. measured internally. After one minute the reaction mixture was poured into 4 liters of ice water and extracted with 2×1 liter of ethyl acetate. The combined organic layers were washed with 1 liter of water, dried over magnesium sulfate, filtered and concentrated to ... The reactants are NC(CN\C(=C/C(=O)OCC)\C1=C(C=CC(=C1)Cl)OC)=O ((Z)-ethyl 3-((2-amino-2-oxoethyl)amino)-3-(5-chloro-2-methoxyphenyl)acrylate), C[Si](C)(C)N=C=S (trimethylsilyl isothiocyanate). Run in C(C)(=O)OCCCC (butyl acetate), C(C)(=O)OCCCC (butyl acetate), CN(C)C=O (DMF). Conditions: temperature 117.5 celsius, time 8 hour. Product: ClC=1C=CC(=C(C1)C1=CC(NC(N1CC(=O)N)=S)=O)OC (2-(6-(5-Chloro-2-methoxyphenyl)-4-oxo-2-thioxo-3,4-dihydropyrimidin-1(2H)-yl)acetamide). RXN SMILES: [NH2:1][C:2](=[O:21])[CH2:3][NH:4]/[C:5](/[C:12]1[CH:17]=[C:16]([Cl:18])[CH:15]=[CH:14][C:13]=1[O:19][CH3:20])=[CH:6]\[C:7]([O:9]CC)=O.C[Si]([N:26]=[C:27]=[S:28])(C)C>C(OCCCC)(=O)C.CN(C=O)C>[Cl:18][C:16]1[CH:15]=[CH:14][C:13]([O:19][CH3:20])=[C:12]([C:5]2[N:4]([CH2:3][C:2]([NH2:1])=[O:21])[C:27](=[S:28])[NH:26][C:7](=[O:9])[CH:6]=2)[CH:17]=1. Procedure: A slurry of (Z)-ethyl 3-((2-amino-2-oxoethyl)amino)-3-(5-chloro-2-methoxyphenyl)acrylate (20 g, 63 mmol) in a mixture of butyl acetate (140 mL) and DMF (38 mL) was treated with trimethylsilyl isothiocyanate (16.8 g, 125 mmol) and the mixture was heated at 115-120° C. for 5-6 hours. The mixture was cooled to 0-5° C., butyl acetate (100 mL) was added and the mixture was slurried for 8 hours. The formed solids were filtered, and the filter cake was washed with butyl acetate (2×100 mL). The solid wa...